From a dataset of the Open Reaction Database (ORD), a public repository of structured organic reaction records. describe an organic reaction: reactants, conditions, products, and yield Starting materials: COC1=C(C(=O)O)C=C(C=C1)OC (2,5-dimethoxybenzoic acid), CNN (methylhydrazine), 2.5-Dimethoxythiobenzoic acid N-methylhydrazine DCC, COC=1C=CC(=CC1)P2(=S)SP(=S)(S2)C=3C=CC(=CC3)OC (Lawesson's reagent), C(C)(=O)OCC (ethyl acetate). The reagents and catalysts are CN(C)C=1C=CN=CC1 (DMAP). The solvent is C(Cl)Cl (CH2Cl2), hexanes. Reaction conditions: time 8 hour. Yields the product CN(N)C(C1=C(C=CC(=C1)OC)OC)=S (2,5-dimethoxythiobenzoic acid N-methylhydrazide). The yield is 116.8%. RXN SMILES: [CH3:1][O:2][C:3]1[CH:11]=[CH:10][C:9]([O:12][CH3:13])=[CH:8][C:4]=1[C:5](O)=O.[CH3:14][NH:15][NH2:16].COC1C=CC(P2(SP(C3C=CC(OC)=CC=3)(=S)S2)=[S:26])=CC=1.C(OCC)(=O)C>CN(C1C=CN=CC=1)C.C(Cl)Cl>[CH3:14][N:15]([C:5](=[S:26])[C:4]1[CH:8]=[C:9]([O:12][CH3:13])[CH:10]=[CH:11][C:3]=1[O:2][CH3:1])[NH2:16]. Procedure: Preparation of 2.5-Dimethoxythiobenzoic acid N-methylhydrazine DCC (4.5 g, 21.8 mmol) was added in one portion to a solution of 2,5-dimethoxybenzoic acid (3.6 g, 20 mol), methylhydrazine (1.2 ml, 23 mmol) and DMAP (30 mg, cat. ) in CH2Cl2 (60 ml) cooled in an ice bath. The reaction mixture was stirred overnight at room temperature. The slurry was cooled at −20° C. for 1 h and filtered. The CH2Cl2 solution was evaporated and the residue was dried in vacuum. The resulting crude product was dissolv... The reactants are [H-].[Na+] (NaH), C(C)(C)(C)OC(=O)N1CC(CC1)(OC)C(NC1=CC=C2C(=NN(C2=C1)C(C1=CC=CC=C1)(C1=CC=CC=C1)C1=CC=CC=C1)C1=CC(=NC=C1)C1CC1)=O (3-[3-(2-Cyclopropyl-pyridin-4-yl)-1-trityl-1H-indazol-6-ylcarbamoyl]-3-methoxy-pyrrolidine-1-carboxylic acid tert-butyl ester), CI (CH3I). Solvent: C1CCOC1 (THF). Conditions: time 10 minute. Product: C(C)(C)(C)OC(=O)N1CC(CC1)(OC)C(N(C)C1=CC=C2C(=NN(C2=C1)C(C1=CC=CC=C1)(C1=CC=CC=C1)C1=CC=CC=C1)C1=CC(=NC=C1)C1CC1)=O (3-{[3-(2-Cyclopropyl-pyridin-4-yl)-1-trityl-1H-indazol-6-yl]-methyl-carbamoyl}-3-methoxy-pyrrolidine-1-carboxylic acid tert-butyl ester). Reaction SMILES: [C:1]([O:5][C:6]([N:8]1[CH2:12][CH2:11][C:10]([C:15](=[O:54])[NH:16][C:17]2[CH:25]=[C:24]3[C:20]([C:21]([C:45]4[CH:50]=[CH:49][N:48]=[C:47]([CH:51]5[CH2:53][CH2:52]5)[CH:46]=4)=[N:22][N:23]3[C:26]([C:39]3[CH:44]=[CH:43][CH:42]=[CH:41][CH:40]=3)([C:33]3[CH:38]=[CH:37][CH:36]=[CH:35][CH:34]=3)[C:27]3[CH:32]=[CH:31][CH:30]=[CH:29][CH:28]=3)=[CH:19][CH:18]=2)([O:13][CH3:14])[CH2:9]1)=[O:7])([CH3:4])([CH3:3])[CH3:2].[H-].[Na+].[CH3:57]I>C1COCC1>[C:1]([O:5][C:6]([N:8]1[CH2:12][CH2:11][C:10]([C:15](=[O:54])[N:16]([C:17]2[CH:25]=[C:24]3[C:20]([C:21]([C:45]4[CH:50]=[CH:49][N:48]=[C:47]([CH:51]5[CH2:52][CH2:53]5)[CH:46]=4)=[N:22][N:23]3[C:26]([C:27]3[CH:32]=[CH:31][CH:30]=[CH:29][CH:28]=3)([C:33]3[CH:34]=[CH:35][CH:36]=[CH:37][CH:38]=3)[C:39]3[CH:44]=[CH:43][CH:42]=[CH:41][CH:40]=3)=[CH:19][CH:18]=2)[CH3:57])([O:13][CH3:14])[CH2:9]1)=[O:7])([CH3:4])([CH3:2])[CH3:3] |f:1.2|. Procedure: 3-[3-(2-Cyclopropyl-pyridin-4-yl)-1-trityl-1H-indazol-6-ylcarbamoyl]-3-methoxy-pyrrolidine-1-carboxylic acid tert-butyl ester 3M (216 mg, 0.3 mmol) was dissolved in THF (10 mL) at r.t. To this solution was added NaH (40 mg, 60% suspension in mineral oil, 1 mmol). After stirring for 10 min, CH3I (0.6 mL, 9.6 mmol) was added. The reaction was worked up after 4 hrs by quenching with sat. NH4Cl solution. After extraction with ethyl acetate, the combined organic layers was dried and concentrated in v... Conditions: time 20 minute. The yield is 91.6%. Reagents/catalysts: [Ni](Cl)Cl (nickel (II) chloride). Reactants: [N+](=O)([O-])C1=CC=C(C=C1)C1(CCCC1)C(=O)O (1-(4-nitrophenyl)cyclopentanoic acid), COCC(=O)Cl (methoxyacetyl chloride), [Na] (sodium), Cl (hydrochloric acid), C([O-])([O-])=O.[K+].[K+] (potassium carbonate). Product: COCC(=O)NC1=CC=C(C=C1)C1(CCCC1)C(=O)O (1-(4-Methoxyacetylaminophenyl)cyclopentanecarboxylic acid). Procedure: 13 g (20 mmol) of triphenylphosphine complex of nickel (II) chloride were added to a solution of 25.3 g (100 mmol) of 1-(4-nitrophenyl)cyclopentanoic acid in 200 ml of a 1:1 by volume mixture of methanol and tetrahydrofuran cooled in an ice bath. 10 g of sodium boronhydride were added to the cooled mixture in small portions over 10 minutes. The resulting mixture was then stirred at room temperature for 20 minutes, at the end of which time the reaction mixture was poured into 500 ml of water and ... As a reaction SMILES: [N+:1]([C:4]1[CH:9]=[CH:8][C:7]([C:10]2([C:15]([OH:17])=[O:16])[CH2:14][CH2:13][CH2:12][CH2:11]2)=[CH:6][CH:5]=1)([O-])=O.[Na].Cl.C(=O)([O-])[O-].[K+].[K+].[CH3:26][O:27][CH2:28][C:29](Cl)=[O:30]>O.[Ni](Cl)Cl.O1CCCC1.CO>[CH3:26][O:27][CH2:28][C:29]([NH:1][C:4]1[CH:9]=[CH:8][C:7]([C:10]2([C:15]([OH:17])=[O:16])[CH2:14][CH2:13][CH2:12][CH2:11]2)=[CH:6][CH:5]=1)=[O:30] |f:3.4.5,^1:17|. Run in O1CCCC1 (tetrahydrofuran), CO (methanol), O (water), O (water), O (water), O1CCCC1 (tetrahydrofuran). Starting materials: N#CCBr, [H-], [Na+], CN(C)C=O, CCCCC(=O)c1c(-c2ccc3cc(O)ccc3c2)oc2ccccc12. The product is CCCCC(=O)c1c(-c2ccc3cc(OCC#N)ccc3c2)oc2ccccc12. Reaction SMILES: [Br:29][CH2:30][C:31]#[N:32].[H-:27].[Na+:28].[O:33]=[CH:34][N:35]([CH3:36])[CH3:37].[OH:1][c:2]1[cH:3][c:4]2[cH:5][cH:6][c:7](-[c:12]3[o:13][c:14]4[c:15]([c:16]3[C:17]([CH2:18][CH2:19][CH2:20][CH3:21])=[O:22])[cH:23][cH:24][cH:25][cH:26]4)[cH:8][c:9]2[cH:10][cH:11]1>>[O:1]([c:2]1[cH:3][c:4]2[cH:5][cH:6][c:7](-[c:12]3[o:13][c:14]4[c:15]([c:16]3[C:17]([CH2:18][CH2:19][CH2:20][CH3:21])=[O:22])[cH:23][cH:24][cH:25][cH:26]4)[cH:8][c:9]2[cH:10][cH:11]1)[CH2:30][C:31]#[N:32]. The reactants are C1(=CC=CC=C1)P(CCCP(C1=CC=CC=C1)C1=CC=CC=C1)C1=CC=CC=C1 (1,3-bis(diphenylphosphino)propane), C=C(CCCCCC)P(OCC)(OCC)=O (diethyl 1-octen-2-yl-phosphonate). The reagents and catalysts are C(C)(=O)[O-].[Pd+2].C(C)(=O)[O-] (palladium acetate). Conditions: time 36 hour. Yields the product C=C(CCCCCC)P(OCC)(OCC)=O (diethyl 1-octen-2-yl-phosphonate), C(=CCCCCCC)P(OCC)(OCC)=O (diethyl 1-octen-1-yl-phosphonate). As a reaction SMILES: [C:1]1(P(C2C=CC=CC=2)CCCP(C2C=CC=CC=2)C2C=CC=CC=2)C=CC=CC=1.[CH2:30]=[C:31]([P:38](=[O:45])([O:42][CH2:43][CH3:44])[O:39][CH2:40][CH3:41])[CH2:32][CH2:33][CH2:34][CH2:35][CH2:36][CH3:37]>C([O-])(=O)C.[Pd+2].C([O-])(=O)C>[CH2:30]=[C:31]([P:38](=[O:45])([O:42][CH2:43][CH3:44])[O:39][CH2:40][CH3:41])[CH2:32][CH2:33][CH2:34][CH2:35][CH2:36][CH3:37].[CH:31]([P:38](=[O:45])([O:39][CH2:40][CH3:41])[O:42][CH2:43][CH3:44])=[CH:32][CH2:33][CH2:34][CH2:35][CH2:36][CH2:37][CH3:1] |f:2.3.4|. Procedure details: Example 8 was repeated in the same manner as described except that the amount of each of palladium acetate and 1,3-bis(diphenylphosphino)propane was reduced to 1/10 and that the reaction was performed at 100° C. for 36 hours. The proton NMR analysis of the resulting reaction mixture revealed that an isomeric mixture of (a) dimethyl 1-octen-2-yl-phosphonate and (b) dimethyl 1-octen-1-yl-phosphonate was obtained with a yield of 100% and that the weight ratio of the former phosphonate (a) to the la... Yields the product La BINOL, [As](C1=CC=CC=C1)(C1=CC=CC=C1)C1=CC=CC=C1 (Ph3As). RXN SMILES: CC(C)[O-].[La+3].CC(C)[O-].CC(C)[O-].CC(C)[O-].[C:18]1([As:24](=O)([C:31]2[CH:36]=[CH:35][CH:34]=[CH:33][CH:32]=2)[C:25]2[CH:30]=[CH:29][CH:28]=[CH:27][CH:26]=2)[CH:23]=[CH:22][CH:21]=[CH:20][CH:19]=1.C1(C2C3C(=CC=CC=3)C=CC=2)C(O)=CC=C2C=1C=CC=C2>>[As:24]([C:25]1[CH:26]=[CH:27][CH:28]=[CH:29][CH:30]=1)([C:31]1[CH:36]=[CH:35][CH:34]=[CH:33][CH:32]=1)[C:18]1[CH:19]=[CH:20][CH:21]=[CH:22][CH:23]=1 |f:0.1.2.3|. The reactants are C1(=CC=CC=C1)[As](C1=CC=CC=C1)(C1=CC=CC=C1)=O (triphenyl arsinoxide), triphenyl oxide, CC([O-])C.[La+3].CC([O-])C.CC([O-])C (lanthanum isopropoxide), CC([O-])C (isopropoxide), CC([O-])C.[La+3].CC([O-])C.CC([O-])C (Lanthanum isopropoxide), C=1(C(=CC=C2C=CC=CC12)O)C1=CC=CC2=CC=CC=C12 (binaphtol), C1(=CC=CC=C1)[As](C1=CC=CC=C1)(C1=CC=CC=C1)=O (triphenyl arsinoxide). Reported procedure: A complex according to the invention is synthesized as follows. At first, lanthanum isopropoxide is used as a metal isopropoxide and triphenyl arsinoxide is used as triphenyl oxide. Lanthanum isopropoxide, optically active binaphtol (BINOL derivative) and triphenyl arsinoxide are mixed at a ratio of 1:1:1 mol % in an argon atmosphere at room temperature for 30 minutes to 1 hour to obtain La-BINOL derivative-Ph3As═O complex. Reactants: [Br-], [Li]CCCC, C[P+](c1ccccc1)(c1ccccc1)c1ccccc1, CCCCCC, O=C(c1cccc(C(F)(F)F)c1)c1cccc(C(F)(F)F)c1, C1CCOC1. Product: C=C(c1cccc(C(F)(F)F)c1)c1cccc(C(F)(F)F)c1. Reaction SMILES: [Br-:34].[CH2:1]([Li:2])[CH2:3][CH2:4][CH3:5].[CH3:35][P+:36]([c:37]1[cH:38][cH:39][cH:40][cH:41][cH:42]1)([c:43]1[cH:44][cH:45][cH:46][cH:47][cH:48]1)[c:49]1[cH:50][cH:51][cH:52][cH:53][cH:54]1.[CH3:6][CH2:7][CH2:8][CH2:9][CH2:10][CH3:11].[F:12][C:13]([c:14]1[cH:15][c:16]([C:17](=[O:18])[c:19]2[cH:20][c:21]([C:25]([F:26])([F:27])[F:28])[cH:22][cH:23][cH:24]2)[cH:29][cH:30][cH:31]1)([F:32])[F:33].[O:55]1[CH2:56][CH2:57][CH2:58][CH2:59]1>>[CH2:1]=[C:17]([c:16]1[cH:15][c:14]([C:13]([F:12])([F:32])[F:33])[cH:31][cH:30][cH:29]1)[c:19]1[cH:20][c:21]([C:25]([F:26])([F:27])[F:28])[cH:22][cH:23][cH:24]1.